Dataset: the Open Reaction Database (ORD), a public repository of structured organic reaction records. Task: describe an organic reaction: reactants, conditions, products, and yield The reactants are O(C1=CC=CC=C1)CC1=NC=CC=C1 (2-phenoxymethylpyridine), C1(=CC=CC=C1)C (Toluene), CCOC(=O)C (EtOAc). Reagents/catalysts: [Pt] (Pt/C). Solvent: C(C)(=O)O (acetic acid), C(Cl)Cl (CH2Cl2). Run at time 5 hour. The product is O(C1=CC=CC=C1)CC1NCCCC1 (2-Phenoxymethylpiperdine). RXN SMILES: [O:1]([CH2:8][C:9]1[CH:14]=[CH:13][CH:12]=[CH:11][N:10]=1)[C:2]1[CH:7]=[CH:6][CH:5]=[CH:4][CH:3]=1.C1(C)C=CC=CC=1.CCOC(C)=O>C(O)(=O)C.C(Cl)Cl.[Pt]>[O:1]([CH2:8][CH:9]1[CH2:14][CH2:13][CH2:12][CH2:11][NH:10]1)[C:2]1[CH:7]=[CH:6][CH:5]=[CH:4][CH:3]=1. Procedure: To a solution of 2-phenoxymethylpyridine (1.0 g, 5.4 mmol) in 23 mL of acetic acid was added 0.13 g of 5% Pt/C. The mixture was hydrogenated on a Parr shaker at 50 psi for 5 h. Toluene and EtOAc were added to the mixture and it was filtered and concentrated under reduced pressure to give an oil. The oil was dissolved in CH2Cl2 and washed with 10% NaOH. The organic layer was dried over Na2SO4, filtered and concentrated under reduced pressure to give a 50/50 mixture of the title compound and start... Reactants: ClC1=NC(=NC(=C1)C(F)(F)F)C=1C=NC=CC1 (4-chloro-2-(3-pyridinyl)-6-(trifluoromethyl)pyrimidine), COC=1C=CC(=C(N)C1)C (5-methoxy-2-methylaniline). The product is COC=1C=CC(=C(NC2=NC(=NC(=C2)C(F)(F)F)C=2C=NC=CC2)C1)C (4-(5-Methoxy-2-methylanilino)-2-(3-pyridinyl)-6-(trifluoromethyl)pyrimidine), solid. Yield: 12.0%. Reaction SMILES: Cl[C:2]1[CH:7]=[C:6]([C:8]([F:11])([F:10])[F:9])[N:5]=[C:4]([C:12]2[CH:13]=[N:14][CH:15]=[CH:16][CH:17]=2)[N:3]=1.[CH3:18][O:19][C:20]1[CH:21]=[CH:22][C:23]([CH3:27])=[C:24]([CH:26]=1)[NH2:25]>>[CH3:18][O:19][C:20]1[CH:21]=[CH:22][C:23]([CH3:27])=[C:24]([CH:26]=1)[NH:25][C:2]1[CH:7]=[C:6]([C:8]([F:11])([F:10])[F:9])[N:5]=[C:4]([C:12]2[CH:13]=[N:14][CH:15]=[CH:16][CH:17]=2)[N:3]=1. Procedure: The title compound was prepared from a mixture of 4-chloro-2-(3-pyridinyl)-6-(trifluoromethyl)pyrimidine (50 mg, 0.193 mmol) and 5-methoxy-2-methylaniline (26 mg, 0.193 mmol) similar to Example 13 and isolated as a tan solid (8 mg, 12%). 1H NMR (CDCl3): 9.72 (d, J=0.6 Hz, 1H), 8.74–8.68 (m, 2H), 7.70 (s, 1H), 7.44–7.40 (m, 1H), 7.27 (s, 1H), 7.25 (s, 1H), 6.99 (s, 1H), 6.85 (dd, J=2.7, 8.7 Hz, 1H), 6.64 (s, 1H), 3.83 (s, 3H), 2.24 (s, 3H).